This data is from the Open Reaction Database (ORD), a public repository of structured organic reaction records. The task is: describe an organic reaction: reactants, conditions, products, and yield Reactants: ClC1=CC=CC2=C1C(N(CC=1N2C=NC1C(=O)OCC)C)=O (ethyl 7-chloro-5-methyl-6-oxo-5,6-dihydro-4H-imidazo[1,5-a][1,4]benzodiazepine-3-carboxylate), O.NN (hydrazine hydrate). Run in C(C)O (ethanol). The product is ClC1=CC=CC2=C1C(N(CC=1N2C=NC1C(=O)NN)C)=O (7-chloro-5-methyl-6-oxo-5,6-dihydro-4H-imidazo[1,5-a][1,4]benzodiazepine-3-carboxylic acid hydrazide). Yield: 108.5%. RXN SMILES: [Cl:1][C:2]1[C:7]2[C:8](=[O:22])[N:9]([CH3:21])[CH2:10][C:11]3[N:12]([CH:13]=[N:14][C:15]=3[C:16](OCC)=[O:17])[C:6]=2[CH:5]=[CH:4][CH:3]=1.O.[NH2:24][NH2:25]>C(O)C>[Cl:1][C:2]1[C:7]2[C:8](=[O:22])[N:9]([CH3:21])[CH2:10][C:11]3[N:12]([CH:13]=[N:14][C:15]=3[C:16]([NH:24][NH2:25])=[O:17])[C:6]=2[CH:5]=[CH:4][CH:3]=1 |f:1.2|. Procedure: 50 g (156.4 mmol) of ethyl 7-chloro-5-methyl-6-oxo-5,6-dihydro-4H-imidazo[1,5-a][1,4]benzodiazepine-3-carboxylate were stirred at boiling temperature for 6 hours with 90 ml (1.85 mol) of hydrazine hydrate in 500 ml of ethanol. By cooling to -10°, filtering the suspension under suction and drying the crystallizate there were obtained 51.9 g (100%) of 7-chloro-5-methyl-6-oxo-5,6-dihydro-4H-imidazo[1,5-a][1,4]benzodiazepine-3-carboxylic acid hydrazide of m.p. 287°. The reactants are FC1=CC=C(C=C1)C1=CC(N(C(N1C)=O)C)=NC1=CC=CC=C1 (3,4-dihydro-6-(4-fluorophenyl)-1,3,dimethyl-4-phenylimino-2(1H)-pyrimidinone), [N-]1C=NC=C1.[Na+] (sodium imidazolide). The solvent is CS(=O)C (DMSO). Product: N1C(=NC=C1)C1=CC=C(C=C1)C1=CC(N(C(N1C)=O)C)=NC1=CC=CC=C1 (3,4-dihydro-6-(4-imidazolylphenyl)-1,3-dimethyl-4-phenylimino-2(1H)-pyrimidinone). As a reaction SMILES: F[C:2]1[CH:7]=[CH:6][C:5]([C:8]2[N:13]([CH3:14])[C:12](=[O:15])[N:11]([CH3:16])[C:10](=[N:17][C:18]3[CH:23]=[CH:22][CH:21]=[CH:20][CH:19]=3)[CH:9]=2)=[CH:4][CH:3]=1.[N-:24]1[CH:28]=[CH:27][N:26]=[CH:25]1.[Na+]>CS(C)=O>[NH:24]1[CH:28]=[CH:27][N:26]=[C:25]1[C:2]1[CH:7]=[CH:6][C:5]([C:8]2[N:13]([CH3:14])[C:12](=[O:15])[N:11]([CH3:16])[C:10](=[N:17][C:18]3[CH:23]=[CH:22][CH:21]=[CH:20][CH:19]=3)[CH:9]=2)=[CH:4][CH:3]=1 |f:1.2|. Procedure: The invention encompasses compounds of Formula I which are prepared by arylating a starting material such as 3,4-dihydro-6-(4-fluorophenyl)-1,3,dimethyl-4-phenylimino-2(1H)-pyrimidinone with excess sodium imidazolide in DMSO in the presence of heat, whereby the fluoro group on the 6-phenyl ring is substituted by the imidazolyl group to produce 3,4-dihydro-6-(4-imidazolylphenyl)-1,3-dimethyl-4-phenylimino-2(1H)-pyrimidinone. Reactants: C(C)OC(C1=CC=C(C=C1)NC(C(C1CCCCC1)N1C(=NC2=C1C=C(C(=C2)F)F)C2=CC=C(C=C2)Cl)=O)=O (4-{2-[2-(4-chloro-phenyl)-5,6-difluoro-benzoimidazol-1-yl]-2-cyclohexyl-acetylamino}-benzoic acid ethyl ester), ClC1=CC=C(C=C1)C1=NC2=C(N1C(C(=O)NC[C@@H]1CC[C@H](CC1)C(=O)O)C1CCCCC1)C=CC(=C2)F ((−)-trans-4-({2-[2-(4-Chloro-phenyl)-5-fluoro-benzoimidazol-1-yl]-2-cyclohexyl-acetylamino}-methyl)-cyclohexanecarboxylic acid), ClC1=CC=C(C=C1)C1=NC2=C(N1C(C(=O)NC[C@@H]1CC[C@H](CC1)C(=O)O)C1CCCCC1)C=CC(=C2)F ((−)-trans-4-({2-[2-(4-Chloro-phenyl)-5-fluoro-benzoimidazol-1-yl]-2-cyclohexyl-acetylamino}-methyl)-cyclohexanecarboxylic acid), COC(C1=CC(=C(C=C1)N)OC(F)(F)F)=O (4-amino-3-trifluoromethoxy-benzoic acid methyl ester). Run in N1=CC=CC=C1 (pyridine). The product is COC(C1=CC(=C(C=C1)NC(C(C1CCCCC1)N1C(=NC2=C1C=C(C(=C2)F)F)C2=CC=C(C=C2)Cl)=O)OC(F)(F)F)=O (4-{2-[2-(4-Chloro-phenyl)-5,6-difluoro-benzoimidazol-1-yl]-2-cyclohexyl-acetylamino}-3-trifluoromethoxy-benzoic acid methyl ester). The yield is 85.0%. Reaction SMILES: [CH2:1]([O:3][C:4](=[O:39])[C:5]1[CH:10]=[CH:9][C:8]([NH:11][C:12](=[O:38])[CH:13]([N:20]2[C:24]3[CH:25]=[C:26]([F:30])[C:27]([F:29])=[CH:28][C:23]=3[N:22]=[C:21]2[C:31]2[CH:36]=[CH:35][C:34]([Cl:37])=[CH:33][CH:32]=2)[CH:14]2[CH2:19][CH2:18][CH2:17][CH2:16][CH2:15]2)=[CH:7][CH:6]=1)C.ClC1C=CC(C2N(C(C3CCCCC3)C(NC[C@H]3CC[C@H](C(O)=O)CC3)=O)C3C=CC(F)=CC=3N=2)=CC=1.COC(=O)C1C=CC(N)=C([O:87][C:88]([F:91])([F:90])[F:89])C=1>N1C=CC=CC=1>[CH3:1][O:3][C:4](=[O:39])[C:5]1[CH:6]=[CH:7][C:8]([NH:11][C:12](=[O:38])[CH:13]([N:20]2[C:24]3[CH:25]=[C:26]([F:30])[C:27]([F:29])=[CH:28][C:23]=3[N:22]=[C:21]2[C:31]2[CH:36]=[CH:35][C:34]([Cl:37])=[CH:33][CH:32]=2)[CH:14]2[CH2:19][CH2:18][CH2:17][CH2:16][CH2:15]2)=[C:9]([O:87][C:88]([F:91])([F:90])[F:89])[CH:10]=1. Procedure details: This compound was synthesized in analogy to example 22, intermediate d, from [2-(4-chloro-phenyl)-5,6-difluoro-benzoimidazol-1-yl]-cyclohexyl-acetic acid (example 22, intermediate c), 4-amino-3-trifluoromethoxy-benzoic acid methyl ester and using pyridine as a base to afford the title compound as a colorless solid (85%).